This data is from the Open Reaction Database (ORD), a public repository of structured organic reaction records. The task is: describe an organic reaction: reactants, conditions, products, and yield The reactants are [BH4-], CCO, Cl, [Na+], COc1ccc2c(c1)C13CCCC4OC41C(C2)N(C(=O)C(F)(F)F)CC3. Product: COc1ccc2c(c1)C13CCCC4OC41C(C2)NCC3. As a reaction SMILES: [BH4-:27].[CH3:30][CH2:31][OH:32].[ClH:29].[Na+:28].[O:1]1[CH:2]2[CH2:3][CH2:4][CH2:5][C:6]34[c:7]5[cH:8][c:9]([O:25][CH3:26])[cH:10][cH:11][c:12]5[CH2:13][CH:14]([C:15]123)[N:16]([C:19](=[O:20])[C:21]([F:22])([F:23])[F:24])[CH2:17][CH2:18]4>>[O:1]1[CH:2]2[CH2:3][CH2:4][CH2:5][C:6]34[c:7]5[cH:8][c:9]([O:25][CH3:26])[cH:10][cH:11][c:12]5[CH2:13][CH:14]([C:15]123)[NH:16][CH2:17][CH2:18]4. Reactants: NC=1C(=CC(=C(C1)N1C=C(C(C2=CC(=C(C(=C12)Cl)F)F)=O)C(=O)O)F)F (1-(5-Amino-2,4-difluorophenyl)-8-chloro-6,7-difluoro-4-oxo-1,4-dihydroquinoline-3-carboxylic acid), NC[C@H](C)O ((S)-1-amino-2-propanol). Run in N1=CC=CC=C1 (pyridine). Reaction conditions: temperature 55 celsius, time 2.5 hour. The product is NC=1C(=CC(=C(C1)N1C=C(C(C2=CC(=C(C(=C12)Cl)NC[C@H](C)O)F)=O)C(=O)O)F)F ((S)-1-(5-amino-2,4-difluorophenyl)-8-chloro-6-fluoro-7-(2-hydroxy-n-propylamino)-4-oxo-1,4-dihydroquinoline-3-carboxylic Acid). Yield: 85.8%. As a reaction SMILES: [NH2:1][C:2]1[C:3]([F:26])=[CH:4][C:5]([F:25])=[C:6]([N:8]2[C:17]3[C:12](=[CH:13][C:14]([F:20])=[C:15](F)[C:16]=3[Cl:18])[C:11](=[O:21])[C:10]([C:22]([OH:24])=[O:23])=[CH:9]2)[CH:7]=1.[NH2:27][CH2:28][C@@H:29]([OH:31])[CH3:30]>N1C=CC=CC=1>[NH2:1][C:2]1[C:3]([F:26])=[CH:4][C:5]([F:25])=[C:6]([N:8]2[C:17]3[C:12](=[CH:13][C:14]([F:20])=[C:15]([NH:27][CH2:28][C@@H:29]([OH:31])[CH3:30])[C:16]=3[Cl:18])[C:11](=[O:21])[C:10]([C:22]([OH:24])=[O:23])=[CH:9]2)[CH:7]=1. Procedure details: 1-(5-Amino-2,4-difluorophenyl)-8-chloro-6,7-difluoro-4-oxo-1,4-dihydroquinoline-3-carboxylic acid (150 mg) and (S)-1-amino-2-propanol (150 mg) were added to pyridine (450 mg), and the mixture was stirred at 55° C. for 2.5 hours. The reaction mixture was concentrated under reduced pressure. A process of adding ethanol (2 ml) to the residue and then concentrating the mixture under reduced pressure was conducted twice repeatedly. Concentrated hydrochloric acid (150 mg) was added to the resultant re... Starting materials: [C@@H]1(CC=CCC1)C(=O)O ((R)-Cyclohex-3-enecarboxylic acid), C(Cl)(Cl)Cl (CHCl3), C[Si](C)(C)Br (trimethylsilyl bromide), C1=CC=NC(=C1)NS(=O)(=O)C2=CC=C(C=C2)N/N=C\3/C=CC(=O)C(=C3)C(=O)O (Iwata), Heterocycles. The solvent is CS(=O)C (DMSO). Yields the product Br[C@H]1CC[C@H]2C(O[C@@H]1C2)=O ((1R,4S,5R)-4-bromo-6-oxabicyclo[3.2.1]octan-7-one). RXN SMILES: [C@@H:1]1([C:7]([OH:9])=[O:8])[CH2:6][CH2:5][CH:4]=[CH:3][CH2:2]1.C(Cl)(Cl)Cl.C[Si]([Br:18])(C)C.C1C=C(NS(C2C=CC(N/N=C3/C=CC(C(C(O)=O)=C/3)=O)=CC=2)(=O)=O)N=CC=1>CS(C)=O>[Br:18][C@@H:4]1[C@H:5]2[CH2:6][C@H:1]([C:7](=[O:9])[O:8]2)[CH2:2][CH2:3]1. Reported procedure: (R)-Cyclohex-3-enecarboxylic acid (2.30 g, 18.2 mmol) ([α]D=+83.8° (c=1, CHCl3)=88.2% e.e., resolved by the method of Schwartz et al, J. Am. Chem. Soc., 100, 5199, (1978)) was reacted with trimethylsilyl bromide and DMSO (by the method of Iwata et al, Heterocycles., 31, 987 (1990)) to give a white solid, (2.13 g, 10.4 mmol, 57%); Reactants: CCc1c(Oc2cc(C)cc(C)c2)[nH]c(=O)[nH]c1=O, Fc1ccc(F)c(CBr)c1. Yields the product CCc1c(Oc2cc(C)cc(C)c2)n(Cc2cc(F)ccc2F)c(=O)[nH]c1=O. As a reaction SMILES: [CH2:1]([CH3:2])[c:3]1[c:4](=[O:19])[nH:5][c:6](=[O:18])[nH:7][c:8]1[O:9][c:10]1[cH:11][c:12]([CH3:17])[cH:13][c:14]([CH3:16])[cH:15]1.[F:20][c:21]1[c:22]([CH2:23][Br:24])[cH:25][c:26]([F:29])[cH:27][cH:28]1>>[CH2:1]([CH3:2])[c:3]1[c:4](=[O:19])[nH:5][c:6](=[O:18])[n:7]([CH2:23][c:22]2[c:21]([F:20])[cH:28][cH:27][c:26]([F:29])[cH:25]2)[c:8]1[O:9][c:10]1[cH:11][c:12]([CH3:17])[cH:13][c:14]([CH3:16])[cH:15]1. The reactants are COC(=O)c1cc(NS(C)(=O)=O)ccc1C=Cc1cc(-n2ccc(=O)[nH]c2=O)cc(C(C)(C)C)c1OC, C1CCOC1, CO. Yields the product COC(=O)c1cc(NS(C)(=O)=O)ccc1CCc1cc(-n2ccc(=O)[nH]c2=O)cc(C(C)(C)C)c1OC. RXN SMILES: [C:1]([CH3:2])([CH3:3])([CH3:4])[c:5]1[c:6]([O:36][CH3:37])[c:7]([CH:8]=[CH:9][c:10]2[c:11]([C:12](=[O:13])[O:14][CH3:15])[cH:16][c:17]([NH:20][S:21](=[O:22])(=[O:23])[CH3:24])[cH:18][cH:19]2)[cH:25][c:26](-[n:28]2[c:29](=[O:35])[nH:30][c:31](=[O:34])[cH:32][cH:33]2)[cH:27]1.[CH2:40]1[O:41][CH2:42][CH2:43][CH2:44]1.[CH3:38][OH:39]>>[C:1]([CH3:2])([CH3:3])([CH3:4])[c:5]1[c:6]([O:36][CH3:37])[c:7]([CH2:8][CH2:9][c:10]2[c:11]([C:12](=[O:13])[O:14][CH3:15])[cH:16][c:17]([NH:20][S:21](=[O:22])(=[O:23])[CH3:24])[cH:18][cH:19]2)[cH:25][c:26](-[n:28]2[c:29](=[O:35])[nH:30][c:31](=[O:34])[cH:32][cH:33]2)[cH:27]1.